From a dataset of the Open Reaction Database (ORD), a public repository of structured organic reaction records. describe an organic reaction: reactants, conditions, products, and yield Reported procedure: A solution of 7-nitro-3,4-dihydronaphthalene (9.18 g; 0.052 mol) (from Preparation 2) in CH2Cl2 (600 ml) was cooled to 0° C. and treated with m-CPBA, 57-85%, (13.86 g, approx. 0.056 mol, approx. 1.1 equiv). The reaction mixture was allowed to stir for 48 h, slowly warming to room temperature. The mixture was treated with aqueous NaHCO3 (300 ml) and the organic layer was separated. The organic layer was extracted with additional aqueous NaHCO3, washed with aqueous NaCl, dried (Na2SO4), filtered a... Isolated yield 100.0%. Reactants: C1=CC(=CC(=C1)Cl)C(=O)OO (m-CPBA), [N+](=O)([O-])C1=CC=C2CCC=CC2=C1 (7-nitro-3,4-dihydronaphthalene), C(=O)(O)[O-].[Na+] (NaHCO3). Conditions: time 48 hour. RXN SMILES: [N+:1]([C:4]1[CH:13]=[C:12]2[C:7]([CH2:8][CH2:9][CH:10]=[CH:11]2)=[CH:6][CH:5]=1)([O-:3])=[O:2].C1C=C(Cl)C=C(C(OO)=[O:22])C=1.C([O-])(O)=O.[Na+]>C(Cl)Cl>[O:22]1[C:10]2[CH2:9][CH2:8][C:7]3[C:12]([C:11]1=2)=[CH:13][C:4]([N+:1]([O-:3])=[O:2])=[CH:5][CH:6]=3 |f:2.3|. The solvent is C(Cl)Cl (CH2Cl2). Product: O1C2=C1CCC1=CC=C(C=C21)[N+](=O)[O-] (1,2-epoxy-7-nitro-3,4-dihydronaphthalene). Reactants: ClC1=CC(=C(C=C1)SC=1N(C=CN1)C)[N+](=O)[O-] (2-[(4-Chloro-2-nitrophenyl)thio]-1-methyl-1H-imidazole), Cl (hydrogen chloride). Solvent: ClCCl (dichloromethane), CCOCC (ether). Product: Cl.ClC1=CC(=C(C=C1)SC=1N(C=CN1)C)[N+](=O)[O-] (2-[(4-Chloro-2-nitrophenyl)thio]-1-methyl-1H-imidazole hydrochloride). RXN SMILES: [Cl:1][C:2]1[CH:7]=[CH:6][C:5]([S:8][C:9]2[N:10]([CH3:14])[CH:11]=[CH:12][N:13]=2)=[C:4]([N+:15]([O-:17])=[O:16])[CH:3]=1.Cl>ClCCl.CCOCC>[ClH:1].[Cl:1][C:2]1[CH:7]=[CH:6][C:5]([S:8][C:9]2[N:10]([CH3:14])[CH:11]=[CH:12][N:13]=2)=[C:4]([N+:15]([O-:17])=[O:16])[CH:3]=1 |f:4.5|. Reported procedure: The product from Example 19 was treated with hydrogen chloride in dichloromethane and ether to give the product as yellow prisms mp 155°-160° C. Reactants: BrC1=NC=C(C=C1)CO[Si](C)(C)C(C)(C)C (2-bromo-5-(tert-butyldimethylsilyloxymethyl)pyridine), [BH4-].[Na+] (NaBH4), CN(C)C=O (DMF), [Li]CCCC (BuLi), solution, alcohol. The solvent is CCOCC (Et2O), hexanes. Product: [Si](C)(C)(C(C)(C)C)OCC=1C=CC(=NC1)CO (5-(tert-Butyldimethylsilyloxymethyl)-2-(hydroxymethyl)pyridine). Reaction SMILES: Br[C:2]1[CH:7]=[CH:6][C:5]([CH2:8][O:9][Si:10]([C:13]([CH3:16])([CH3:15])[CH3:14])([CH3:12])[CH3:11])=[CH:4][N:3]=1.[Li]CCCC.CN([CH:25]=[O:26])C.[BH4-].[Na+]>CCOCC>[Si:10]([O:9][CH2:8][C:5]1[CH:6]=[CH:7][C:2]([CH2:25][OH:26])=[N:3][CH:4]=1)([C:13]([CH3:16])([CH3:15])[CH3:14])([CH3:12])[CH3:11] |f:3.4|. Procedure: The reaction was carried out as described in Example 1, Step 3 using 2-bromo-5-(tert-butyldimethylsilyloxymethyl)pyridine (12 g, 39.7 mmol), BuLi (37 ml of a 1.6 M solution in hexanes, 59.6 mmol) DMF (9.2 ml, 0.12 mol) and NaBH4 (1.5 g, 39.7 mmol) to yield, after column chromatography on silica using Et2O as eluent, the title alcohol (6.66 g, 66%). The reactants are FC(C(=O)O)(F)F (trifluoroacetic acid), N1(CCOCC1)C1=CC(=NC=2N1N=C(C2)C2=CC=CC=C2)NN ((7-morpholin-4-yl-2-phenyl-pyrazolo[1,5-a]pyrimidin-5-yl)-hydrazine), C(#N)C1=C(C=O)C=CC=C1 (2-cyano-benzaldehyde). The solvent is C(C)O (ethanol). Run at time 1 hour. Yields the product C(#N)C1=C(C=NNC2=NC=3N(C(=C2)N2CCOCC2)N=C(C3)C3=CC=CC=C3)C=CC=C1 (N-(2-cyano-benzylidene)-N′-(7-morpholin-4-yl-2-phenyl-pyrazolo[1,5-a]pyrimidin-5-yl)-hydrazine). Isolated yield 102.6%. RXN SMILES: FC(F)(F)C(O)=O.[N:8]1([C:14]2[N:19]3[N:20]=[C:21]([C:23]4[CH:28]=[CH:27][CH:26]=[CH:25][CH:24]=4)[CH:22]=[C:18]3[N:17]=[C:16]([NH:29][NH2:30])[CH:15]=2)[CH2:13][CH2:12][O:11][CH2:10][CH2:9]1.[C:31]([C:33]1[CH:40]=[CH:39][CH:38]=[CH:37][C:34]=1[CH:35]=O)#[N:32]>C(O)C>[C:31]([C:33]1[CH:40]=[CH:39][CH:38]=[CH:37][C:34]=1[CH:35]=[N:30][NH:29][C:16]1[CH:15]=[C:14]([N:8]2[CH2:13][CH2:12][O:11][CH2:10][CH2:9]2)[N:19]2[N:20]=[C:21]([C:23]3[CH:28]=[CH:27][CH:26]=[CH:25][CH:24]=3)[CH:22]=[C:18]2[N:17]=1)#[N:32]. Procedure details: There was dissolved, in ethanol (2 mL), trifluoroacetic acid salt of (7-morpholin-4-yl-2-phenyl-pyrazolo[1,5-a]pyrimidin-5-yl)-hydrazine (30.0 mg, 0.0557 mM), then 2-cyano-benzaldehyde (6.7 mg, 0.061 mM) was added to the solution and the mixture was stirred at room temperature for one hour. This reaction liquid was filtered and the resulting solid was purified by the NH-silica gel column chromatography (methanol/methylene chloride=1/20) to thus give the title compound (22.2 mg, yield: 94%). The reactants are C[C@H]1[C@H]2[C@@H]3CCC([C@@]3(C)CC[C@@H]2[C@H]2CCC(C=C2C1)=O)=O (7α-methylestr-4-ene-3,17-dione), nutrient solution, OP(=O)([O-])[O-].[K+].[K+] (K2HPO4), OP(=O)(O)[O-].[K+] (KH2PO4), silicone oil, O=C[C@H](O)[C@@H](O)[C@H](O)[C@H](O)CO (glucose), NaNO3, [Cl-].[K+] (KCl). Run in CN(C)C=O (DMF). Run at temperature 28 celsius, time 30 minute. The product is O[C@H]1[C@@H]2[C@H]3CCC(C=C3C[C@H]([C@H]2[C@@H]2CCC([C@@]2(C)C1)=O)C)=O (11α-hydroxy-7α-methylestr-4-ene-3,17-dione). The yield is 74.0%. As a reaction SMILES: [O:1]=C[C@@H]([C@H]([C@@H]([C@@H](CO)O)O)O)O.OP([O-])(O)=O.[K+].OP([O-])([O-])=O.[K+].[K+].[Cl-].[K+].[CH3:28][C@@H:29]1[CH2:46][C:45]2[C@H:40]([CH2:41][CH2:42][C:43](=[O:47])[CH:44]=2)[C@@H:39]2[C@@H:30]1[C@H:31]1[C@@:35]([CH2:37][CH2:38]2)([CH3:36])[C:34](=[O:48])[CH2:33][CH2:32]1>CN(C=O)C>[OH:1][C@@H:38]1[CH2:37][C@@:35]2([CH3:36])[C@@H:31]([CH2:32][CH2:33][C:34]2=[O:48])[C@H:30]2[C@H:39]1[C@@H:40]1[C:45]([CH2:46][C@H:29]2[CH3:28])=[CH:44][C:43](=[O:47])[CH2:42][CH2:41]1 |f:1.2,3.4.5,6.7|. Reported procedure: A 2 l Erlenmeyer flask that contained 500 ml of a nutrient solution, sterilized for 30 minutes at 121° C. in an autoclave and consisting of 3% by weight of glucose, 1% by weight of corn steep liquor, 0.2% by weight of NaNO3, 0.1% by weight of KH2PO4, 0.2% by weight of K2HPO4, 0.05% by weight of KCl, 0.05% by weight of MgSO47H2O, and 0.002% by weight of FeSO47H2O (pH 6.0), was inoculated with a half slant rod culture of the strain Aspergillus ochraceus (CBS 13252) and shaken for 72 hours at 28° C... Starting materials: CCO, Cl, [Na+], O=C1CC2CC=CCC2C1, [OH-], O, NO. Yields the product ON=C1CC2CC=CCC2C1. As a reaction SMILES: [CH2:11]([OH:12])[CH3:13].[ClH:14].[Na+:18].[O:1]=[C:2]1[CH2:3][CH:4]2[CH2:5][CH:6]=[CH:7][CH2:8][CH:9]2[CH2:10]1.[OH-:17].[OH2:19].[OH:15][NH2:16]>>[C:2]1(=[N:16][OH:15])[CH2:3][CH:4]2[CH2:5][CH:6]=[CH:7][CH2:8][CH:9]2[CH2:10]1. The reactants are [Br-], CC(C)CCCC(C)CCCC(C)CC[Mg+], CC(O)(CO)CCl, [H-], [Na+], O. Product: CC(C)CCCC(C)CCCC(C)CCCC(C)(O)CO. RXN SMILES: [Br-:10].[CH3:11][CH:12]([CH2:13][CH2:14][Mg+:15])[CH2:16][CH2:17][CH2:18][CH:19]([CH2:20][CH2:21][CH2:22][CH:23]([CH3:24])[CH3:25])[CH3:26].[Cl:1][CH2:2][C:3]([CH2:4][OH:5])([OH:6])[CH3:7].[H-:8].[Na+:9].[OH2:27]>>[CH2:2]([C:3]([CH2:4][OH:5])([OH:6])[CH3:7])[CH2:14][CH2:13][CH:12]([CH3:11])[CH2:16][CH2:17][CH2:18][CH:19]([CH2:20][CH2:21][CH2:22][CH:23]([CH3:24])[CH3:25])[CH3:26]. The reactants are solid, Cl.O1COC2=C1C=CC=C2C2CCN(CC2)CC[C@@H]2CC[C@H](CC2)N (Trans-4-[2-(4-Benzo[1,3]dioxol-4-yl-piperidin-1-yl)-ethyl]-cyclohexylamine hydrochloride), Cl.O1COC2=C1C=CC=C2C2CCN(CC2)CC[C@@H]2CC[C@H](CC2)N (Trans-4-[2-(4-Benzo[1,3]dioxol-4-yl-piperidin-1-yl)-ethyl]-cyclohexylamine hydrochloride), N1(CCOCC1)S(=O)(=O)Cl (morpholine-4-sulfonyl chloride). The product is O1COC2=C1C=CC=C2C2CCN(CC2)CC[C@@H]2CC[C@H](CC2)NS(=O)(=O)N2CCOCC2 (Morpholine-4-sulfonic acid-Trans-N-{4-[2-(4-benzo[1,3]dioxol-4-yl-piperidin-1-yl)-ethyl]-cyclohexyl}-amide). As a reaction SMILES: Cl.[O:2]1[C:6]2[CH:7]=[CH:8][CH:9]=[C:10]([CH:11]3[CH2:16][CH2:15][N:14]([CH2:17][CH2:18][C@H:19]4[CH2:24][CH2:23][C@H:22]([NH2:25])[CH2:21][CH2:20]4)[CH2:13][CH2:12]3)[C:5]=2[O:4][CH2:3]1.[N:26]1([S:32](Cl)(=[O:34])=[O:33])[CH2:31][CH2:30][O:29][CH2:28][CH2:27]1>>[O:2]1[C:6]2[CH:7]=[CH:8][CH:9]=[C:10]([CH:11]3[CH2:16][CH2:15][N:14]([CH2:17][CH2:18][C@H:19]4[CH2:20][CH2:21][C@H:22]([NH:25][S:32]([N:26]5[CH2:31][CH2:30][O:29][CH2:28][CH2:27]5)(=[O:34])=[O:33])[CH2:23][CH2:24]4)[CH2:13][CH2:12]3)[C:5]=2[O:4][CH2:3]1 |f:0.1|. Reported procedure: The title compound, white solid (5.4 mg, 13.2%), MS (ISP) m/z=480.2 [(M+H)+], was prepared in accordance with the general method of example 78 from Trans-4-[2-(4-Benzo[1,3]dioxol-4-yl-piperidin-1-yl)-ethyl]-cyclohexylamine hydrochloride (intermediate A) (31.2 mg, 85 mmol) and morpholine-4-sulfonyl chloride.